Task: describe an organic reaction: reactants, conditions, products, and yield. Dataset: the Open Reaction Database (ORD), a public repository of structured organic reaction records Reactants: O=C([O-])[O-], CCI, [Cs+], [Cs+], Nc1cc2[nH]c(=O)ccc2cn1, CN(C)C=O. Product: CCn1c(=O)ccc2cnc(N)cc21. Reaction SMILES: [C:13](=[O:14])([O-:15])[O-:16].[CH2:19]([CH3:20])[I:21].[Cs+:17].[Cs+:18].[NH2:1][c:2]1[n:3][cH:4][c:5]2[cH:6][cH:7][c:8](=[O:12])[nH:9][c:10]2[cH:11]1.[O:22]=[CH:23][N:24]([CH3:25])[CH3:26]>>[NH2:1][c:2]1[n:3][cH:4][c:5]2[cH:6][cH:7][c:8](=[O:12])[n:9]([CH2:19][CH3:20])[c:10]2[cH:11]1. Reactants: CCOC(=O)c1cc2c(OCc3ccccc3)cccc2[nH]1, CI, CCCCCC, [H-], [Na+], CN(C)C=O. The product is CCOC(=O)c1cc2c(OCc3ccccc3)cccc2n1C. As a reaction SMILES: [CH2:3]([c:4]1[cH:5][cH:6][cH:7][cH:8][cH:9]1)[O:10][c:11]1[c:12]2[cH:13][c:14]([C:20](=[O:21])[O:22][CH2:23][CH3:24])[nH:15][c:16]2[cH:17][cH:18][cH:19]1.[CH3:25][I:26].[CH3:27][CH2:28][CH2:29][CH2:30][CH2:31][CH3:32].[H-:1].[Na+:2].[O:33]=[CH:34][N:35]([CH3:36])[CH3:37]>>[CH2:3]([c:4]1[cH:5][cH:6][cH:7][cH:8][cH:9]1)[O:10][c:11]1[c:12]2[cH:13][c:14]([C:20](=[O:21])[O:22][CH2:23][CH3:24])[n:15]([CH3:27])[c:16]2[cH:17][cH:18][cH:19]1. The reactants are OC1=CC=C(C2=CC=CC=C12)C=O (4-hydroxy-1-naphthaldehyde), C([O-])([O-])=O.[K+].[K+] (potassium carbonate), BrCCCl (1-bromo-2-chloroethane). Run in C(C)(=O)OCC (ethyl acetate), CN(C=O)C (N,N-dimethylformamide). Reaction conditions: temperature 60 celsius. Yields the product ClCCOC1=CC=C(C2=CC=CC=C12)C=O (4-(2-Chloroethoxy)-1-naphthaldehyde). Isolated yield 103.1%. Reaction SMILES: [OH:1][C:2]1[C:11]2[C:6](=[CH:7][CH:8]=[CH:9][CH:10]=2)[C:5]([CH:12]=[O:13])=[CH:4][CH:3]=1.C(=O)([O-])[O-].[K+].[K+].Br[CH2:21][CH2:22][Cl:23]>CN(C)C=O.C(OCC)(=O)C>[Cl:23][CH2:22][CH2:21][O:1][C:2]1[C:11]2[C:6](=[CH:7][CH:8]=[CH:9][CH:10]=2)[C:5]([CH:12]=[O:13])=[CH:4][CH:3]=1 |f:1.2.3|. Reported procedure: To a solution of 4-hydroxy-1-naphthaldehyde (8.6 g, 50 mmoles) and potassium carbonate (13.8 g, 100 mmoles) in N,N-dimethylformamide (DMF)(40 mL) was added 1-bromo-2-chloroethane (7.4 g, 50 mmoles). The mixture was heated at 60° C. overnight. The solution was diluted with ethyl acetate (500 mL), extracted with water and brine. The organic layer was dried over magnesium sulfate and the solvent was evaporated to obtain 12.1 g product (52% yield). Reactants: BrC=1C(=CC2=C(C=3N(CCO2)C(=C(N3)C(=O)N)C(=O)NC)C1)F (10-Bromo-9-fluoro-N3-methyl-5,6-dihydroimidazo[1,2-d][1,4]benzoxazepine-2,3-dicarboxamide), CC1=NC(=NO1)[C@@](C)(C#C)O ((2R)-2-(5-methyl-1,2,4-oxadiazol-3-yl)but-3-yn-2-ol). The product is FC1=CC2=C(C=3N(CCO2)C(=C(N3)C(=O)N)C(=O)NC)C=C1C#C[C@](C)(C1=NOC(=N1)C)O (9-fluoro-10-[(3R)-3-hydroxy-3-(5-methyl-1,2,4-oxadiazol-3-yl)but-1-ynyl]-N3-methyl-5,6-dihydroimidazo[1,2-d][1,4]benzoxazepine-2,3-dicarboxamide). RXN SMILES: Br[C:2]1[C:3]([F:23])=[CH:4][C:5]2[O:11][CH2:10][CH2:9][N:8]3[C:12]([C:18]([NH:20][CH3:21])=[O:19])=[C:13]([C:15]([NH2:17])=[O:16])[N:14]=[C:7]3[C:6]=2[CH:22]=1.[CH3:24][C:25]1[O:29][N:28]=[C:27]([C@:30]([OH:34])([C:32]#[CH:33])[CH3:31])[N:26]=1>>[F:23][C:3]1[C:2]([C:33]#[C:32][C@@:30]([OH:34])([C:27]2[N:26]=[C:25]([CH3:24])[O:29][N:28]=2)[CH3:31])=[CH:22][C:6]2[C:7]3[N:8]([C:12]([C:18]([NH:20][CH3:21])=[O:19])=[C:13]([C:15]([NH2:17])=[O:16])[N:14]=3)[CH2:9][CH2:10][O:11][C:5]=2[CH:4]=1. Procedure details: 10-Bromo-9-fluoro-N3-methyl-5,6-dihydroimidazo[1,2-d][1,4]benzoxazepine-2,3-dicarboxamide (0.08 g) was reacted with (2R)-2-(5-methyl-1,2,4-oxadiazol-3-yl)but-3-yn-2-ol similar to as described in Procedure E to afford 8.6 mg of 9-fluoro-10-[(3R)-3-hydroxy-3-(5-methyl-1,2,4-oxadiazol-3-yl)but-1-ynyl]-N3-methyl-5,6-dihydroimidazo[1,2-d][1,4]benzoxazepine-2,3-dicarboxamide following reverse phase hplc purification. MS (Q1) 455 (M)+. 1H NMR (400 MHz, DMSO) δ 11.09 (q, J=4.4 Hz, 1H), 8.65 (d, J=8.3 Hz... Starting materials: C(C)C=1N(C2=CC=C(C=C2C1CC(=O)N)O)CC1=CC=CC=C1 (2-Ethyl-5-hydroxy-1-(phenylmethyl)-1H-indole-3-acetamide), [H-].[Na+] (NaH), BrCCCC(=O)OCC (ethyl 4-bromobutyrate). Yields the product C(C)OC(CCCOC=1C=C2C(=C(N(C2=CC1)CC1=CC=CC=C1)CC)CC(=O)N)=O (4-[[3-(2-amino-2-oxoethyl)-2-ethyl-1-(phenylmethyl)-1-H-indol-5-yl]oxy]butanoic acid ethyl ester). Yield: 55.0%. Reaction SMILES: [CH2:1]([C:3]1[N:4]([CH2:17][C:18]2[CH:23]=[CH:22][CH:21]=[CH:20][CH:19]=2)[C:5]2[C:10]([C:11]=1[CH2:12][C:13]([NH2:15])=[O:14])=[CH:9][C:8]([OH:16])=[CH:7][CH:6]=2)[CH3:2].[H-].[Na+].Br[CH2:27][CH2:28][CH2:29][C:30]([O:32][CH2:33][CH3:34])=[O:31]>>[CH2:33]([O:32][C:30](=[O:31])[CH2:29][CH2:28][CH2:27][O:16][C:8]1[CH:9]=[C:10]2[C:5](=[CH:6][CH:7]=1)[N:4]([CH2:17][C:18]1[CH:19]=[CH:20][CH:21]=[CH:22][CH:23]=1)[C:3]([CH2:1][CH3:2])=[C:11]2[CH2:12][C:13]([NH2:15])=[O:14])[CH3:34] |f:1.2|. Procedure details: 2-Ethyl-5-hydroxy-1-(phenylmethyl)-1H-indole-3-acetamide (308 mg, 1 mmol) was reacted with 40 mg (1 mmol) of 60% NaH/mineral oil and then with 0.15 mL (1 mmol) of ethyl 4-bromobutyrate as described in Example 56. Part D to give a product that was chromatographed on silica gel eluting with 50% EtOAc/hexane to give 231 mg (55% yield) of [4-[[3-(2-amino-2-oxoethyl)-2-ethyl-1-(phenylmethyl)-1-H-indol-5-yl]oxy]butanoic acid ethyl ester. The reactants are Cc1cc2nc[nH]c2cc1C, NC(=O)c1sc(Cl)nc1OCc1ccccc1C(F)(F)F, CN(C)C=O, NC(=O)c1sc(-n2cnc3ccccc32)nc1OCc1ccccc1C(F)(F)F. Yields the product Cc1cc2ncn(-c3nc(OCc4ccccc4C(F)(F)F)c(C(N)=O)s3)c2cc1C. RXN SMILES: [CH3:51][c:52]1[cH:53][c:54]2[n:55][cH:56][nH:57][c:58]2[cH:59][c:60]1[CH3:61].[Cl:30][c:31]1[s:32][c:33]([C:48](=[O:49])[NH2:50])[c:34]([O:36][CH2:37][c:38]2[c:39]([C:44]([F:45])([F:46])[F:47])[cH:40][cH:41][cH:42][cH:43]2)[n:35]1.[O:62]=[CH:63][N:64]([CH3:65])[CH3:66].[n:1]1(-[c:2]2[s:3][c:4]([C:5]([NH2:6])=[O:7])[c:8]([O:9][CH2:10][c:11]3[cH:12][cH:13][cH:14][cH:15][c:16]3[C:17]([F:18])([F:19])[F:20])[n:21]2)[c:22]2[cH:23][cH:24][cH:25][cH:26][c:27]2[n:28][cH:29]1>>[c:31]1(-[n:55]2[c:54]3[cH:53][c:52]([CH3:51])[c:60]([CH3:61])[cH:59][c:58]3[n:57][cH:56]2)[s:32][c:33]([C:48](=[O:49])[NH2:50])[c:34]([O:36][CH2:37][c:38]2[c:39]([C:44]([F:45])([F:46])[F:47])[cH:40][cH:41][cH:42][cH:43]2)[n:35]1. Starting materials: C1CCC2=CC(=CC=C12)C(CCN1CCC(CC1)C=1C=C(C=CC1)NC(C(C)C)=O)O (N-(3-{1-[3-(2,3-dihydro-1H-inden-5-yl)-3-hydroxypropyl]-4-piperidinyl}phenyl)-2-methylpropanamide), C(C)(=O)C=1C=C(C=CC1)O (3-acetylphenol). Yields the product C(C)(=O)C=1C=C(OC(CCN2CCC(CC2)C=2C=C(C=CC2)NC(C(C)C)=O)C=2C=C3CCCC3=CC2)C=CC1 (N-(3-{1-[3-(3-ACETYLPHENOXY)-3-(2,3-DIHYDRO-1H-INDEN-5-YL)PROPYL]-4-PIPERIDINYL}PHENYL)-2-METHYLPROPANAMIDE). As a reaction SMILES: [CH2:1]1[C:9]2[C:4](=[CH:5][C:6]([CH:10]([OH:31])[CH2:11][CH2:12][N:13]3[CH2:18][CH2:17][CH:16]([C:19]4[CH:20]=[C:21]([NH:25][C:26](=[O:30])[CH:27]([CH3:29])[CH3:28])[CH:22]=[CH:23][CH:24]=4)[CH2:15][CH2:14]3)=[CH:7][CH:8]=2)[CH2:3][CH2:2]1.[C:32]([C:35]1[CH:36]=[C:37](O)[CH:38]=[CH:39][CH:40]=1)(=[O:34])[CH3:33]>>[C:32]([C:35]1[CH:40]=[C:39]([CH:38]=[CH:37][CH:36]=1)[O:31][CH:10]([C:6]1[CH:5]=[C:4]2[C:9](=[CH:8][CH:7]=1)[CH2:1][CH2:2][CH2:3]2)[CH2:11][CH2:12][N:13]1[CH2:14][CH2:15][CH:16]([C:19]2[CH:20]=[C:21]([NH:25][C:26](=[O:30])[CH:27]([CH3:28])[CH3:29])[CH:22]=[CH:23][CH:24]=2)[CH2:17][CH2:18]1)(=[O:34])[CH3:33]. Procedure details: Prepared by Procedure A and Scheme AN using N-(3-{1-[3-(2,3-dihydro-1H-inden-5-yl)-3-hydroxypropyl]-4-piperidinyl}phenyl)-2-methylpropanamide and 3-acetylphenol: ESMS m/e: 539.2 (M+H)+.